From a dataset of the Open Reaction Database (ORD), a public repository of structured organic reaction records. describe an organic reaction: reactants, conditions, products, and yield Reactants: C(C)OC(C=C(C1=CC=CC=C1)C=1C=C(C=C2C=CNC12)OC)=O (3-(5-methoxy-1H-indol-7-yl)-3-phenyl-acrylic acid ethyl ester), N1C=CC2=CC=CC(=C12)C(CC(=O)NC)C1=CC=CC=C1 (3-(1H-Indol-7-yl)-N-methyl-3-phenyl-propionamide). Yields the product C(C)OC(CC(C1=CC=CC=C1)C=1C=C(C=C2C=CNC12)OC)=O (3-(5-Methoxy-1H-indol-7-yl)-3-phenyl-propionic acid ethyl ester). Reaction SMILES: [CH2:1]([O:3][C:4](=[O:24])[CH:5]=[C:6]([C:13]1[CH:14]=[C:15]([O:22][CH3:23])[CH:16]=[C:17]2[C:21]=1[NH:20][CH:19]=[CH:18]2)[C:7]1[CH:12]=[CH:11][CH:10]=[CH:9][CH:8]=1)[CH3:2].N1C2C(=CC=CC=2C(C2C=CC=CC=2)CC(NC)=O)C=C1>>[CH2:1]([O:3][C:4](=[O:24])[CH2:5][CH:6]([C:13]1[CH:14]=[C:15]([O:22][CH3:23])[CH:16]=[C:17]2[C:21]=1[NH:20][CH:19]=[CH:18]2)[C:7]1[CH:8]=[CH:9][CH:10]=[CH:11][CH:12]=1)[CH3:2]. Procedure: 3-(5-Methoxy-1H-indol-7-yl)-3-phenyl-propionic acid ethyl ester CLXXX was prepared from 3-(5-methoxy-1H-indol-7-yl)-3-phenyl-acrylic acid ethyl ester using the procedure described for preparation of 3-(1H-Indol-7-yl)-N-methyl-3-phenyl-propionamide XIX (Example 4).